From a dataset of the Open Reaction Database (ORD), a public repository of structured organic reaction records. describe an organic reaction: reactants, conditions, products, and yield Reactants: C(#N)CC1=C(C(=O)OC)C=CC=C1 (methyl cyanomethylbenzoate), C(#N)COC1=C(C(=O)[O-])C=CC=C1 (cyanomethoxybenzoate), B#B (diborane), [N+](=O)([O-])C1=CC=C(C(C=O)=C1)O (5-nitrosalicylaldehyde), amino. The solvent is O1CCCC1 (tetrahydrofuran). The product is ethylbenzyl, C1(C=2C(C(=O)O1)=CC=CC2)=O (phthalic anhydride). As a reaction SMILES: [N+](C1C=C(C=O)C(O)=CC=1)([O-])=[O:2].C(C[C:16]1[CH:25]=[CH:24][CH:23]=[CH:22][C:17]=1[C:18]([O:20][CH3:21])=[O:19])#N.C(COC1C=CC=CC=1C([O-])=O)#N.B#B>O1CCCC1>[C:21]1(=[O:2])[O:20][C:18](=[O:19])[C:17]2=[CH:22][CH:23]=[CH:24][CH:25]=[C:16]12. Procedure details: The intermediates for reacting with 5-nitrosalicylaldehyde to prepare compounds wherein --Y-- contains an ethylbenzyl or ethoxybenzyl group were prepared by the reduction of the appropriate methyl cyanomethylbenzoate or cyanomethoxybenzoate with diborane in tetrahydrofuran solution, followed by the reaction of the amino compound thus obtained with phthalic anhydride at 100° C. and then with phosphorus tribromide also at 100° C. The various intermediates which were characterised have melting poin... Reactants: ClC1=NC(=C2N=CN(C2=N1)[C@@H]1O[C@@H]([C@H]([C@H]1O)O)C1=NC(=NO1)CC)NCC(C1=CC=CC=C1)C1=CC=CC=C1 ((2R,3R,4S,5S)-2-[2-Chloro-6-(2,2-diphenyl-ethylamino)-purin-9-yl]-5-(3-ethyl-[1,2,4]oxadiazol-5-yl)-tetrahydro-furan-3,4-diol), N1(CCCCC1)CCN (2-piperidinoethylamine), CS(=O)C (DMSO). Reaction conditions: temperature 80 celsius. The product is C(=O)O.C1(=CC=CC=C1)C(CNC1=C2N=CN(C2=NC(=N1)NCCN1CCCCC1)[C@@H]1O[C@@H]([C@H]([C@H]1O)O)C1=NC(=NO1)CC)C1=CC=CC=C1 ((2R,3R,4S,5S)-2-[6-(2,2-Diphenyl-ethylamino)-2-(2-piperidin-1-yl-ethylamino)-purin-9-yl]-5-(3-ethyl-[1,2,4]oxadiazol-5-yl)-tetrahydro-furan-3,4-diol formate). RXN SMILES: Cl[C:2]1[N:10]=[C:9]2[C:5]([N:6]=[CH:7][N:8]2[C@H:11]2[C@H:15]([OH:16])[C@H:14]([OH:17])[C@@H:13]([C:18]3[O:22][N:21]=[C:20]([CH2:23][CH3:24])[N:19]=3)[O:12]2)=[C:4]([NH:25][CH2:26][CH:27]([C:34]2[CH:39]=[CH:38][CH:37]=[CH:36][CH:35]=2)[C:28]2[CH:33]=[CH:32][CH:31]=[CH:30][CH:29]=2)[N:3]=1.[N:40]1([CH2:46][CH2:47][NH2:48])[CH2:45][CH2:44][CH2:43][CH2:42][CH2:41]1.CS(C)=[O:51]>>[CH:18]([OH:22])=[O:51].[C:34]1([CH:27]([C:28]2[CH:33]=[CH:32][CH:31]=[CH:30][CH:29]=2)[CH2:26][NH:25][C:4]2[N:3]=[C:2]([NH:48][CH2:47][CH2:46][N:40]3[CH2:45][CH2:44][CH2:43][CH2:42][CH2:41]3)[N:10]=[C:9]3[C:5]=2[N:6]=[CH:7][N:8]3[C@H:11]2[C@H:15]([OH:16])[C@H:14]([OH:17])[C@@H:13]([C:18]3[O:22][N:21]=[C:20]([CH2:23][CH3:24])[N:19]=3)[O:12]2)[CH:39]=[CH:38][CH:37]=[CH:36][CH:35]=1 |f:3.4|. Reported procedure: A mixture of Intermediate 4 (0.034 g, 0.062 mmol), 2-piperidinoethylamine (0.044 ml, 0.311 mmol) and DMSO (0.03 ml), in a sealed vial (e.g. Reacti-vial™) was heated at 80° C. for 28 h. Purification by Autoprep. HPLC afforded the title compound after freeze drying as a white solid (0.010 g). LC/MS system A Rt=3.72 mins, m/z=640MH+ The reactants are C(C)(C)(C)OC(CNC1CCCC1)=O (N-cyclopentyl glycine-t-butyl ester), C1(CCCCC1)N=C=NC1CCCCC1 (dicyclohexyl carbodiimide), C1(=CC=CC=C1)SCC(C(=O)O)C (3-phenylthio-2-methyl propanoic acid). Run in C1CCOC1 (THF), C1CCOC1 (THF). Reaction conditions: time 0.5 hour. The product is C(C)(C)(C)OC(CN(C1CCCC1)C(C(CSC1=CC=CC=C1)C)=O)=O (N(3-Phenylthio-2-methyl propanoyl)-N-cyclopentylglycine-t-butyl ester). RXN SMILES: [C:1]([O:5][C:6](=[O:14])[CH2:7][NH:8][CH:9]1[CH2:13][CH2:12][CH2:11][CH2:10]1)([CH3:4])([CH3:3])[CH3:2].C1(N=C=NC2CCCCC2)CCCCC1.[C:30]1([S:36][CH2:37][CH:38]([CH3:42])[C:39](O)=[O:40])[CH:35]=[CH:34][CH:33]=[CH:32][CH:31]=1>C1COCC1>[C:1]([O:5][C:6](=[O:14])[CH2:7][N:8]([C:39](=[O:40])[CH:38]([CH3:42])[CH2:37][S:36][C:30]1[CH:35]=[CH:34][CH:33]=[CH:32][CH:31]=1)[CH:9]1[CH2:10][CH2:11][CH2:12][CH2:13]1)([CH3:4])([CH3:2])[CH3:3]. Reported procedure: To a cold solution of 19.9 g (0.1M) of N-cyclopentyl glycine-t-butyl ester in 200 ml THF was added 26 g dicyclohexyl carbodiimide. After stirring for 1/2 hour, a solution of 19.6 g (0.1M) of 3-phenylthio-2-methyl propanoic acid in 50 ml THF was added and stirring continued for 16 hours. It was then filtered, solvent removed, dissolved in ether, washed well with water, filtered, dried over MgSO4, and evaporated to dryness leaving an oily residue which was purified by HPLC using ethyl acetate-hexa... The reactants are BrCCCOCC1=CC=CC=C1 ([(3-bromopropoxy)methyl]benzene), [H-].[Na+] (sodium hydride), N1N=C(C=C1)N (1H-pyrazol-3-amine), C([O-])(O)=O.[Na+] (sodium bicarbonate). Solvent: CN(C)C=O (DMF), CN(C)C=O (DMF), CN(C)C=O (DMF), [Cl-].[Na+].O (brine). Run at time 30 minute. The product is C(C1=CC=CC=C1)OCCCN1N=C(C=C1)N (1-[3-(benzyloxy)propyl]-1H-pyrazol-3-amine). Yield: 29.1%. Reaction SMILES: [H-].[Na+].[NH:3]1[CH:7]=[CH:6][C:5]([NH2:8])=[N:4]1.Br[CH2:10][CH2:11][CH2:12][O:13][CH2:14][C:15]1[CH:20]=[CH:19][CH:18]=[CH:17][CH:16]=1.C(=O)(O)[O-].[Na+]>CN(C=O)C.[Cl-].[Na+].O>[CH2:14]([O:13][CH2:12][CH2:11][CH2:10][N:3]1[CH:7]=[CH:6][C:5]([NH2:8])=[N:4]1)[C:15]1[CH:20]=[CH:19][CH:18]=[CH:17][CH:16]=1 |f:0.1,4.5,7.8.9|. Procedure details: To a solution of 60% sodium hydride (496 mg) in DMF (10 mL) was added a solution of 1H-pyrazol-3-amine (1.03 g) in DMF (5 mL) under ice-cooling, followed by stirring at room temperature for 30 minutes. A solution of [(3-bromopropoxy)methyl]benzene (2.93 g) in DMF (10 mL) was added thereto under ice-cooling, followed by stirring at room temperature overnight. Saturated brine and saturated aqueous sodium bicarbonate were added thereto, followed by extraction with chloroform. The organic layer was ... Starting materials: NC1CC(CCC1)NC(OC(C)(C)C)=O (tert-butyl 3-aminocyclohexylcarbamate), C(C)(C)(C)OC(=O)C1=C(C=CC=C1)C1=CC=C(C=C1)CN1C(=C(C2=CC(=CC=C12)C(=O)O)C)C (1-((2′-(tert-butoxycarbonyl)biphenyl-4-yl)methyl)-2,3-dimethyl-1H-indole-5-carboxylic acid). The product is NC1CC(CCC1)NC(=O)C=1C=C2C(=C(N(C2=CC1)CC1=CC=C(C=C1)C=1C(=CC=CC1)C(=O)O)C)C (4′-((5-(3-aminocyclohexylcarbamoyl)-2,3-dimethyl-1H-indol-1-yl)methyl)biphenyl-2-carboxylic acid). RXN SMILES: [NH2:1][CH:2]1[CH2:7][CH2:6][CH2:5][CH:4]([NH:8][C:9](=[O:15])OC(C)(C)C)[CH2:3]1.C([O:20][C:21]([C:23]1[CH:28]=[CH:27][CH:26]=[CH:25][C:24]=1[C:29]1[CH:34]=[CH:33][C:32]([CH2:35][N:36]2[C:44]3[C:39](=[CH:40][C:41](C(O)=O)=[CH:42][CH:43]=3)[C:38]([CH3:48])=[C:37]2[CH3:49])=[CH:31][CH:30]=1)=[O:22])(C)(C)C>>[NH2:1][CH:2]1[CH2:7][CH2:6][CH2:5][CH:4]([NH:8][C:9]([C:41]2[CH:40]=[C:39]3[C:44](=[CH:43][CH:42]=2)[N:36]([CH2:35][C:32]2[CH:31]=[CH:30][C:29]([C:24]4[C:23]([C:21]([OH:22])=[O:20])=[CH:28][CH:27]=[CH:26][CH:25]=4)=[CH:34][CH:33]=2)[C:37]([CH3:49])=[C:38]3[CH3:48])=[O:15])[CH2:3]1. Procedure: The title compound was prepared following the same general protocol as described in Steps 8-9, Example 1, using tert-butyl 3-aminocyclohexylcarbamate and 1-((2′-(tert-butoxycarbonyl)biphenyl-4-yl)methyl)-2,3-dimethyl-1H-indole-5-carboxylic acid. LC-MS 496 (M+H). The reactants are CN(CC(O)CCO[Si](c1ccccc1)(c1ccccc1)C(C)(C)C)C(=O)OCc1ccccc1, ClC(Cl)Cl. The product is CN(CC(=O)CCO[Si](c1ccccc1)(c1ccccc1)C(C)(C)C)C(=O)OCc1ccccc1. Reaction SMILES: [C:1]([CH3:2])([CH3:3])([CH3:4])[Si:5]([O:6][CH2:7][CH2:8][CH:9]([CH2:10][N:11]([C:12]([O:13][CH2:14][c:15]1[cH:16][cH:17][cH:18][cH:19][cH:20]1)=[O:21])[CH3:22])[OH:23])([c:24]1[cH:25][cH:26][cH:27][cH:28][cH:29]1)[c:30]1[cH:31][cH:32][cH:33][cH:34][cH:35]1.[CH:36]([Cl:37])([Cl:38])[Cl:39]>>[C:1]([CH3:2])([CH3:3])([CH3:4])[Si:5]([O:6][CH2:7][CH2:8][C:9]([CH2:10][N:11]([C:12]([O:13][CH2:14][c:15]1[cH:16][cH:17][cH:18][cH:19][cH:20]1)=[O:21])[CH3:22])=[O:23])([c:24]1[cH:25][cH:26][cH:27][cH:28][cH:29]1)[c:30]1[cH:31][cH:32][cH:33][cH:34][cH:35]1. Starting materials: C12(CC3CC(CC(C1)C3)C2)COC2=CC(=C(C(=O)OC(C)(C)C)C=C2C2(COC2)O)F (tert-butyl 4-(adamantan-1-ylmethoxy)-2-fluoro-5-(3-hydroxyoxetan-3-yl)benzoate), FC(C(=O)O)(F)F (trifluoroacetic acid). Run in ClCCl (dichloromethane). Reaction conditions: time 2 hour. Yields the product C12(CC3CC(CC(C1)C3)C2)COC2=CC(=C(C(=O)O)C=C2C2(COC2)O)F (4-(adamantan-1-ylmethoxy)-2-fluoro-5-(3-hydroxyoxetan-3-yl)benzoic acid). RXN SMILES: [C:1]12([CH2:11][O:12][C:13]3[C:25]([C:26]4([OH:30])[CH2:29][O:28][CH2:27]4)=[CH:24][C:16]([C:17]([O:19]C(C)(C)C)=[O:18])=[C:15]([F:31])[CH:14]=3)[CH2:10][CH:5]3[CH2:6][CH:7]([CH2:9][CH:3]([CH2:4]3)[CH2:2]1)[CH2:8]2.FC(F)(F)C(O)=O>ClCCl>[C:1]12([CH2:11][O:12][C:13]3[C:25]([C:26]4([OH:30])[CH2:27][O:28][CH2:29]4)=[CH:24][C:16]([C:17]([OH:19])=[O:18])=[C:15]([F:31])[CH:14]=3)[CH2:10][CH:5]3[CH2:4][CH:3]([CH2:9][CH:7]([CH2:6]3)[CH2:8]1)[CH2:2]2. Procedure details: To a solution of tert-butyl 4-(adamantan-1-ylmethoxy)-2-fluoro-5-(3-hydroxyoxetan-3-yl)benzoate ((330 mg, 0.76 mmol) in dichloromethane (4 mL) was added trifluoroacetic acid (1 mL) and the reaction mixture was stirred for 2 hour at ambient temperature. Removal of all volatiles in vacuo gave 4-(adamantan-1-ylmethoxy)-2-fluoro-5-(3-hydroxyoxetan-3-yl)benzoic acid as an oily residue (0.29 g, quant.).